Dataset: the Open Reaction Database (ORD), a public repository of structured organic reaction records. Task: describe an organic reaction: reactants, conditions, products, and yield Reactants: CN(CCO)CCN1CCCc2cc(Br)ccc21, CC(C)(C)P(C(C)(C)C)C(C)(C)C, C1CCOC1, CCCCCC, C[Si](C)(C)[N-][Si](C)(C)C, [Li+], O=C(C=Cc1ccccc1)C=Cc1ccccc1, O=C(C=Cc1ccccc1)C=Cc1ccccc1, O=C(C=Cc1ccccc1)C=Cc1ccccc1, [Pd], [Pd]. Product: CN(CCO)CCN1CCCc2cc(N)ccc21. RXN SMILES: [Br:20][c:21]1[cH:22][c:23]2[c:28]([cH:29][cH:30]1)[N:27]([CH2:31][CH2:32][N:33]([CH2:34][CH2:35][OH:36])[CH3:37])[CH2:26][CH2:25][CH2:24]2.[C:1]([P:2]([C:3]([CH3:4])([CH3:5])[CH3:6])[C:7]([CH3:8])([CH3:9])[CH3:10])([CH3:11])([CH3:12])[CH3:13].[CH2:48]1[O:49][CH2:50][CH2:51][CH2:52]1.[CH3:14][CH2:15][CH2:16][CH2:17][CH2:18][CH3:19].[CH3:38][Si:39]([N-:42][Si:40]([CH3:41])([CH3:43])[CH3:44])([CH3:45])[CH3:46].[Li+:47].[O:55]=[C:56]([CH:57]=[CH:58][c:59]1[cH:60][cH:61][cH:62][cH:63][cH:64]1)[CH:65]=[CH:66][c:67]1[cH:68][cH:69][cH:70][cH:71][cH:72]1.[O:73]=[C:74]([CH:75]=[CH:76][c:77]1[cH:78][cH:79][cH:80][cH:81][cH:82]1)[CH:83]=[CH:84][c:85]1[cH:86][cH:87][cH:88][cH:89][cH:90]1.[O:91]=[C:92]([CH:93]=[CH:94][c:95]1[cH:96][cH:97][cH:98][cH:99][cH:100]1)[CH:101]=[CH:102][c:103]1[cH:104][cH:105][cH:106][cH:107][cH:108]1.[Pd:53].[Pd:54]>>[c:21]1([NH2:42])[cH:22][c:23]2[c:28]([cH:29][cH:30]1)[N:27]([CH2:31][CH2:32][N:33]([CH2:34][CH2:35][OH:36])[CH3:37])[CH2:26][CH2:25][CH2:24]2. The reactants are NC1=C(C(=O)NC2=CC=NC=C2)C=C(C=N1)Br (2-amino-5-bromo-N-pyridin-4-yl-nicotinamide), OC1=CC=C(C=C1)B(O)O (4-hydroxybenzene-boronic acid). Product: NC1=C(C(=O)NC2=CC=NC=C2)C=C(C=N1)C1=CC=C(C=C1)O (2-Amino-5-(4-hydroxy-phenyl)-N-pyridin-4-yl-nicotinamide). RXN SMILES: [NH2:1][C:2]1[N:16]=[CH:15][C:14](Br)=[CH:13][C:3]=1[C:4]([NH:6][C:7]1[CH:12]=[CH:11][N:10]=[CH:9][CH:8]=1)=[O:5].[OH:18][C:19]1[CH:24]=[CH:23][C:22](B(O)O)=[CH:21][CH:20]=1>>[NH2:1][C:2]1[N:16]=[CH:15][C:14]([C:22]2[CH:23]=[CH:24][C:19]([OH:18])=[CH:20][CH:21]=2)=[CH:13][C:3]=1[C:4]([NH:6][C:7]1[CH:12]=[CH:11][N:10]=[CH:9][CH:8]=1)=[O:5]. Procedure: Reaction of 2-amino-5-bromo-N-pyridin-4-yl-nicotinamide with 4-hydroxybenzene-boronic acid gives “A72”; method 1: HPLC/MS: 1.07 min, [M+H]=307; Starting materials: C(C1=CC=CC=C1)Br (benzyl bromide), N12CC(C(CC1)CC2)=O (3-quinuclidinone). Solvent: C(C)#N (acetonitrile). The product is [Br-].C(C1=CC=CC=C1)[N+]12CC(C(CC1)CC2)=O (1-benzyl-3-oxoquinuclidinium bromide). The yield is 93.4%. RXN SMILES: [CH2:1]([Br:8])[C:2]1[CH:7]=[CH:6][CH:5]=[CH:4][CH:3]=1.[N:9]12[CH2:16][CH2:15][CH:12]([CH2:13][CH2:14]1)[C:11](=[O:17])[CH2:10]2>C(#N)C>[Br-:8].[CH2:1]([N+:9]12[CH2:16][CH2:15][CH:12]([CH2:13][CH2:14]1)[C:11](=[O:17])[CH2:10]2)[C:2]1[CH:7]=[CH:6][CH:5]=[CH:4][CH:3]=1 |f:3.4|. Reported procedure: 40.4 g (236 mmol) of benzyl bromide was added dropwise over 15 minutes to 29.5 g (236 mmol) of 3-quinuclidinone in 120 ml of acetonitrile and the suspension formed was filtered through a frit after 2 hours at 25° C. Washing with n-hexane (2×50 ml) and drying gave 65.3 g (93 percent) of 1-benzyl-3-oxoquinuclidinium bromide in the form of a white crystalline solid. Other data concerning the product was: ##EQU4## The reactants are CN=C=S, COc1ccc2c(c1)c(CNO)c(C)n2C(=O)c1ccc(Cl)cc1, C1COCCO1, O. Product: CNC(=S)N(O)Cc1c(C)n(C(=O)c2ccc(Cl)cc2)c2ccc(OC)cc12. Reaction SMILES: [CH3:1][N:2]=[C:3]=[S:4].[Cl:5][c:6]1[cH:7][cH:8][c:9]([C:10](=[O:11])[n:12]2[c:13]([CH3:26])[c:14]([CH2:23][NH:24][OH:25])[c:15]3[cH:16][c:17]([O:21][CH3:22])[cH:18][cH:19][c:20]23)[cH:27][cH:28]1.[O:29]1[CH2:30][CH2:31][O:32][CH2:33][CH2:34]1.[OH2:35]>>[CH3:1][NH:2][C:3](=[S:4])[N:24]([CH2:23][c:14]1[c:13]([CH3:26])[n:12]([C:10]([c:9]2[cH:8][cH:7][c:6]([Cl:5])[cH:28][cH:27]2)=[O:11])[c:20]2[c:15]1[cH:16][c:17]([O:21][CH3:22])[cH:18][cH:19]2)[OH:25]. Starting materials: C(C)C1=CC2=C(SCCC3C2=NNC(C3)=O)S1 (9-ethyl-4,4a,5,6-tetrahydrothieno[2',3':2,3]-thiepino[4,5-c]pyridazin-3(2H)-one), BrBr (bromine). Run in C(C)(=O)O (acetic acid), C(C)(=O)O (acetic acid). Conditions: time 15 minute. The product is C(C)C1=CC2=C(SCCC=3C2=NNC(C3)=O)S1 (9-ethyl-5,6-dihydrothieno[2',3':2,3]thiepino[4,5-c]pyridazin-3(2H)-one). The yield is 49.0%. RXN SMILES: [CH2:1]([C:3]1[S:17][C:6]2[S:7][CH2:8][CH2:9][CH:10]3[CH2:15][C:14](=[O:16])[NH:13][N:12]=[C:11]3[C:5]=2[CH:4]=1)[CH3:2].BrBr>C(O)(=O)C>[CH2:1]([C:3]1[S:17][C:6]2[S:7][CH2:8][CH2:9][C:10]3[C:11](=[N:12][NH:13][C:14](=[O:16])[CH:15]=3)[C:5]=2[CH:4]=1)[CH3:2]. Procedure: To a solution of 3.7 g of 9-ethyl-4,4a,5,6-tetrahydrothieno[2',3':2,3]-thiepino[4,5-c]pyridazin-3(2H)-one in 40 ml of acetic acid is added dropwise a solution of 2.3 g of bromine in 10 ml of acetic acid with stirring for 15 minutes at 45°-50° C. and the mixture is stirred for 30 minutes at the same temperature. Then, the mixture is poured into ice-cold water and the precipitated crystals are collected by filtration and washed with water. The resulting crude crystals are dissolved in chloroform, ...